Dataset: the Open Reaction Database (ORD), a public repository of structured organic reaction records. Task: describe an organic reaction: reactants, conditions, products, and yield Starting materials: [N+](=O)([O-])C1=CC=C(C=C1)CC(=O)C (1-(4-nitrophenyl)acetone), CO (methanol). Reagents/catalysts: [C].[Pd] (palladium-carbon). Run in O1CCCC1 (tetrahydrofuran). Product: NC1=CC=C(C=C1)CC(=O)C (1-(4-Aminophenyl)acetone). The yield is 67.6%. As a reaction SMILES: [N+:1]([C:4]1[CH:9]=[CH:8][C:7]([CH2:10][C:11]([CH3:13])=[O:12])=[CH:6][CH:5]=1)([O-])=O.CO>[C].[Pd].O1CCCC1>[NH2:1][C:4]1[CH:5]=[CH:6][C:7]([CH2:10][C:11]([CH3:13])=[O:12])=[CH:8][CH:9]=1 |f:2.3|. Reported procedure: A solution of 1-(4-nitrophenyl)acetone (2.00 g, 11.2 mmol), 10% palladium-carbon (200 mg), methanol (20 ml) and tetrahydrofuran (10 ml) was stirred under a hydrogen atmosphere for 12 hours. Insolubles were filtered off to obtain the desired product (1.13 g, 67.6%) as an oil. Reactants: tert-butyl-4-hydroxy phenyl acetate, C(C)(=O)OCC (ethyl acetate), CC1(OC2=CC=C(C=C2C(C1)(C)C)C(=O)O)C (2,2,4,4-tetramethyl chroman-6-carboxylic acid), C(C)(C)(C)OC(CC1=CC=C(C=C1)O)=O (4-Hydroxy Phenyl Acetic Acid-t-butyl Ester). The solvent is S(=O)(Cl)Cl (thionyl chloride), CCCCCC (hexane). Run at time 0.5 hour. The product is C(C)(C)(C)OC(=O)CC1=CC=C(C=C1)OC(=O)C=1C=C2C(CC(OC2=CC1)(C)C)(C)C (2,2,4,4-Tetramethyl-chroman-6-carboxylic Acid 4-(tert-butoxycarbonylmethyl)phenyl Ester). Yield: 55.0%. As a reaction SMILES: [CH3:1][C:2]1([CH3:17])[CH2:11][C:10]([CH3:13])([CH3:12])[C:9]2[C:4](=[CH:5][CH:6]=[C:7]([C:14]([OH:16])=[O:15])[CH:8]=2)[O:3]1.[C:18]([O:22][C:23](=[O:32])[CH2:24][C:25]1[CH:30]=[CH:29][C:28](O)=[CH:27][CH:26]=1)([CH3:21])([CH3:20])[CH3:19].C(OCC)(=O)C>S(Cl)(Cl)=O.CCCCCC>[C:18]([O:22][C:23]([CH2:24][C:25]1[CH:26]=[CH:27][C:28]([O:15][C:14]([C:7]2[CH:8]=[C:9]3[C:4](=[CH:5][CH:6]=2)[O:3][C:2]([CH3:17])([CH3:1])[CH2:11][C:10]3([CH3:12])[CH3:13])=[O:16])=[CH:29][CH:30]=1)=[O:32])([CH3:21])([CH3:19])[CH3:20]. Procedure: A solution of 2,2,4,4-tetramethyl chroman-6-carboxylic acid (0.1 g, 0.43 mmol) in thionyl chloride (10 mL) was refluxed for 2 h. The thionyl chloride was evaporated under reduced pressure and the residue was dissolved in 5 mL of dichloromethane and treated with triethyl amine (5 mL) followed by tert-butyl-4-hydroxy phenyl acetate (Reagent E, 0.088 g, 0.427 mmol). After 0.5 h, the reaction mixture was subjected to flash column chromatography over silica gel (230-400 mesh) using 5-10% ethyl acetat... Reactants: C(C)(C)(C)OC(=O)NC1CC=C(CC1)OS(=O)(=O)C(F)(F)F (trifluoro-methanesulfonic acid 4-tert-butoxycarbonylamino-cyclohex-1-enyl ester), CC1(OB(OC1(C)C)C=1C=C2C(=NC1)NC=C2)C (5-(4,4,5,5-tetramethyl-[1,3,2]dioxaborolan-2-yl)-1H-pyrrolo[2,3-b]pyridine), C(=O)([O-])[O-].[Na+].[Na+] (Na2CO3). The reagents and catalysts are C1=CC=C(C=C1)P([C-]2C=CC=C2)C3=CC=CC=C3.C1=CC=C(C=C1)P([C-]2C=CC=C2)C3=CC=CC=C3.Cl[Pd]Cl.[Fe+2] (Pd(dppf)Cl2). The solvent is CN(C)C=O (DMF). Reaction conditions: temperature 80 celsius. Yields the product C(C)(C)(C)OC(NC1CC=C(CC1)C=1C=C2C(=NC1)NC=C2)=O ([4-(1H-Pyrrolo[2,3-b]pyridin-5-yl)-cyclohex-3-enyl]-carbamic acid tert-butyl ester). Isolated yield 9.6%. As a reaction SMILES: [C:1]([O:5][C:6]([NH:8][CH:9]1[CH2:14][CH2:13][C:12](OS(C(F)(F)F)(=O)=O)=[CH:11][CH2:10]1)=[O:7])([CH3:4])([CH3:3])[CH3:2].CC1(C)C(C)(C)OB([C:31]2[CH:32]=[C:33]3[CH:39]=[CH:38][NH:37][C:34]3=[N:35][CH:36]=2)O1.C([O-])([O-])=O.[Na+].[Na+]>CN(C=O)C.C1C=CC(P(C2C=CC=CC=2)[C-]2C=CC=C2)=CC=1.C1C=CC(P(C2C=CC=CC=2)[C-]2C=CC=C2)=CC=1.Cl[Pd]Cl.[Fe+2]>[C:1]([O:5][C:6](=[O:7])[NH:8][CH:9]1[CH2:14][CH2:13][C:12]([C:31]2[CH:32]=[C:33]3[CH:39]=[CH:38][NH:37][C:34]3=[N:35][CH:36]=2)=[CH:11][CH2:10]1)([CH3:4])([CH3:3])[CH3:2] |f:2.3.4,6.7.8.9|. Reported procedure: A mixture of trifluoro-methanesulfonic acid 4-tert-butoxycarbonylamino-cyclohex-1-enyl ester (730 mg, 20 mmol), 5-(4,4,5,5-tetramethyl-[1,3,2]dioxaborolan-2-yl)-1H-pyrrolo[2,3-b]pyridine (490 mg, 20 mmol), Pd(dppf)Cl2 (80 mg) and 2.0M Na2CO3 (3 ml, 6 mmol) in DMF (20 ml) was heated at 80° C. under N2 for 3 hours, and then concentrated. The residue was suspended in water, filtered and the solid was purified by FC to give [4-(1H-Pyrrolo[2,3-b]pyridin-5-yl)-cyclohex-3-enyl]-carbamic acid tert-butyl... Starting materials: NC1CC(NC(C1)(C)C)(C)C (4-amino-2,2,6,6-tetramethylpiperidine), C(C(=C)C)(=O)O (methacrylic acid). Reaction conditions: temperature 145 celsius. The product is CC(C(=O)NC1CC(NC(C1)(C)C)(C)C)CNC1CC(NC(C1)(C)C)(C)C (2-methyl-3-(2,2,6,6-tetramethyl-4-piperidylamino)-N-(2,2,6,6-tetramethyl-4-piperidyl)propionamide). Isolated yield 55.4%. RXN SMILES: [NH2:1][CH:2]1[CH2:7][C:6]([CH3:9])([CH3:8])[NH:5][C:4]([CH3:11])([CH3:10])[CH2:3]1.[C:12]([OH:17])(=O)[C:13]([CH3:15])=[CH2:14]>>[CH3:14][CH:13]([CH2:15][NH:1][CH:2]1[CH2:3][C:4]([CH3:11])([CH3:10])[NH:5][C:6]([CH3:9])([CH3:8])[CH2:7]1)[C:12]([NH:1][CH:2]1[CH2:3][C:4]([CH3:11])([CH3:10])[NH:5][C:6]([CH3:9])([CH3:8])[CH2:7]1)=[O:17]. Reported procedure: Into a 3 liter flask, 1560 g of 4-amino-2,2,6,6-tetramethylpiperidine was placed. After the temperature was raised to 145° C., 430 g of methacrylic acid was added dropwise thereto. The inner temperature rose gradually and then the reaction mixture was kept at 170°±5° C., while collecting water distilled off, until the water collected had amounted to 90 g. Then the reaction mixture was cooled down to 50° C., and 500 g of acetone was added to the mixture to obtain a light yellowish slurry. The slu... Reactants: COC=1C=C(C=CC1OC)C1=CC(N(C(N1C)=O)C)=O (6-(3,4-dimethoxyphenyl)-1,3-dimethyl-2,4(1H,3H)-pyrimidinedione), P12(=S)SP3(=S)SP(=S)(S1)SP(=S)(S2)S3 (phosphorus pentasulfide). The solvent is N1=CC=CC=C1 (pyridine). Product: COC=1C=C(C=CC1OC)C1=CC(N(C(N1C)=O)C)=S (3,4-dihydro-6-(3,4-dimethoxyphenyl)-1,3-dimethyl-4-thioxo-2(1H)-pyrimidinone). Yield: 95.1%. Reaction SMILES: [CH3:1][O:2][C:3]1[CH:4]=[C:5]([C:11]2[N:16]([CH3:17])[C:15](=[O:18])[N:14]([CH3:19])[C:13](=O)[CH:12]=2)[CH:6]=[CH:7][C:8]=1[O:9][CH3:10].P12(SP3(SP(SP(S3)(S1)=S)(=S)S2)=S)=[S:22]>N1C=CC=CC=1>[CH3:1][O:2][C:3]1[CH:4]=[C:5]([C:11]2[N:16]([CH3:17])[C:15](=[O:18])[N:14]([CH3:19])[C:13](=[S:22])[CH:12]=2)[CH:6]=[CH:7][C:8]=1[O:9][CH3:10]. Reported procedure: A mixture of 6-(3,4-dimethoxyphenyl)-1,3-dimethyl-2,4(1H,3H)-pyrimidinedione (1.57 g) and phosphorus pentasulfide (3.3 g) in pyridine was refluxed for 15 hours with stirring. The reaction mixture was evaporated under reduced pressure. The residue was washed with 1N-hydrochloric acid and extracted with dichloromethane. The extract was washed with water, dried over magnesium sulfate and evaporated under reduced pressure. The residue was triturated in diisopropyl ether to give 3,4-dihydro-6-(3,4-di... Yields the product FC(F)Sc1ncn(-c2c(Cl)cc(C(F)(F)F)cc2Cl)n1. Reactants: C1COCCO1, CCOC(C)=O, FC(F)Cl, FC(F)(F)c1cc(Cl)c(-n2cnc(S)n2)c(Cl)c1, [Na+], [OH-], O. As a reaction SMILES: [CH2:21]1[O:22][CH2:23][CH2:24][O:25][CH2:26]1.[CH3:31][CH2:32][O:33][C:34](=[O:35])[CH3:36].[Cl:27][CH:28]([F:29])[F:30].[Cl:3][c:4]1[c:5](-[n:15]2[n:16][c:17]([SH:20])[n:18][cH:19]2)[c:6]([Cl:14])[cH:7][c:8]([C:10]([F:11])([F:12])[F:13])[cH:9]1.[Na+:2].[OH-:1].[OH2:37]>>[Cl:3][c:4]1[c:5](-[n:15]2[n:16][c:17]([S:20][CH:28]([F:29])[F:30])[n:18][cH:19]2)[c:6]([Cl:14])[cH:7][c:8]([C:10]([F:11])([F:12])[F:13])[cH:9]1. Reactants: CC#N, COc1ccc(-c2nc(S(C)(=O)=O)ncc2C(=O)N2CCOCC2)cc1OC, Cc1ccc(O)cc1. Product: COc1ccc(-c2nc(Oc3ccc(C)cc3)ncc2C(=O)N2CCOCC2)cc1OC. As a reaction SMILES: [CH3:37][C:38]#[N:39].[CH3:9][O:10][c:11]1[cH:12][c:13](-[c:19]2[n:20][c:21]([S:33]([CH3:34])(=[O:35])=[O:36])[n:22][cH:23][c:24]2[C:25](=[O:26])[N:27]2[CH2:28][CH2:29][O:30][CH2:31][CH2:32]2)[cH:14][cH:15][c:16]1[O:17][CH3:18].[cH:1]1[cH:2][c:3]([CH3:8])[cH:4][cH:5][c:6]1[OH:7]>>[cH:1]1[cH:2][c:3]([CH3:8])[cH:4][cH:5][c:6]1[O:7][c:21]1[n:20][c:19](-[c:13]2[cH:12][c:11]([O:10][CH3:9])[c:16]([O:17][CH3:18])[cH:15][cH:14]2)[c:24]([C:25](=[O:26])[N:27]2[CH2:28][CH2:29][O:30][CH2:31][CH2:32]2)[cH:23][n:22]1. Starting materials: CI (methyl iodide), CN1[C@H]2CC=3C4=C([C@@H]2C2=CC=CC=C2C1)C=CC=C4NC3 (trans-4,6,6a,7,8,12b-hexahydro-7-methylindolo[4,3-ab]phenanthridine), resultant suspension, [H-].[Na+] (sodium hydride). Solvent: CN(C=O)C (dimethylformamide), CN(C=O)C (dimethylformamide). Run at time 1 hour. The product is CN1C=C2C3=C([C@@H]4C5=CC=CC=C5CN([C@H]4C2)C)C=CC=C13 (trans-4,6,6a,7,8,12b-hexahydro-4,7-dimethylindolo[4,3-ab]phenanthridine). As a reaction SMILES: [CH3:1][N:2]1[CH2:15][C:14]2[C:9](=[CH:10][CH:11]=[CH:12][CH:13]=2)[C@@H:8]2[C@@H:3]1[CH2:4][C:5]1[C:6]3[C:19]([NH:20][CH:21]=1)=[CH:18][CH:17]=[CH:16][C:7]=32.[H-].[Na+].[CH3:24]I>CN(C)C=O>[CH3:24][N:20]1[C:19]2[C:6]3=[C:7]([CH:16]=[CH:17][CH:18]=2)[C@H:8]2[C@H:3]([CH2:4][C:5]3=[CH:21]1)[N:2]([CH3:1])[CH2:15][C:14]1[C:9]2=[CH:10][CH:11]=[CH:12][CH:13]=1 |f:1.2|. Procedure: 3 g of trans-4,6,6a,7,8,12b-hexahydro-7-methylindolo[4,3-ab]phenanthridine are dissolved in 60 ml of dimethylformamide. The solution is cooled to -25°, and mixed whilst stirring with 280 mg of a 55% sodium hydride dispersion. The resultant suspension is allowed to warm to 0° over the course of 40 mins., and then 0.81 ml of methyl iodide, dissolved in 10 ml of dimethylformamide, are added in drops. The black reaction solution is stirred for a further 1 hour at 0°, and the dimethylformamide is sub... Reaction SMILES: [Br:19][CH2:20][CH2:21][CH2:22][C:23](=[O:24])[O:25][CH2:26][CH3:27].[CH3:29][C:30]#[N:31].[OH2:28].[c:1]1(-[c:7]2[nH:8][c:9]3[cH:10][cH:11][c:12]([N+:16](=[O:17])[O-:18])[cH:13][c:14]3[cH:15]2)[cH:2][cH:3][cH:4][cH:5][cH:6]1>>[c:1]1(-[c:7]2[n:8]([CH2:20][CH2:21][CH2:22][C:23](=[O:24])[O:25][CH2:26][CH3:27])[c:9]3[cH:10][cH:11][c:12]([N+:16](=[O:17])[O-:18])[cH:13][c:14]3[cH:15]2)[cH:2][cH:3][cH:4][cH:5][cH:6]1. The product is CCOC(=O)CCCn1c(-c2ccccc2)cc2cc([N+](=O)[O-])ccc21. The reactants are CCOC(=O)CCCBr, CC#N, O, O=[N+]([O-])c1ccc2[nH]c(-c3ccccc3)cc2c1. Starting materials: FC=1C(=C2C=3N(C(CO2)C)C=C(C(C3C1)=O)C(=O)O)F (9,10-difluoro-2,3-dihydro-3-methyl-7-oxo-7H-pyrido[1,2,3-de][1,4]-benzoxazine-6-carboxylic acid), FC1=C2CNCC2=CC=C1 (4-fluoroisoindoline). Run in CN(C)C=O (DMF). Product: FC1=C2CN(CC2=CC=C1)C=1C(=CC2=C3N(C(COC31)C)C=C(C2=O)C(=O)O)F (10-(4-fluoro-2-isoindolinyl)-9-fluoro-2,3-dihydro-3-methyl- 7-oxo-7H-pyrido[1,2,3-de][1,4]-benzoxazine-6-carboxylic acid). Isolated yield 35.5%. As a reaction SMILES: [F:1][C:2]1[C:3](F)=[C:4]2[O:9][CH2:8][CH:7]([CH3:10])[N:6]3[CH:11]=[C:12]([C:17]([OH:19])=[O:18])[C:13](=[O:16])[C:14]([CH:15]=1)=[C:5]23.[F:21][C:22]1[CH:30]=[CH:29][CH:28]=[C:27]2[C:23]=1[CH2:24][NH:25][CH2:26]2>CN(C=O)C>[F:21][C:22]1[CH:30]=[CH:29][CH:28]=[C:27]2[C:23]=1[CH2:24][N:25]([C:3]1[C:2]([F:1])=[CH:15][C:14]3[C:13](=[O:16])[C:12]([C:17]([OH:19])=[O:18])=[CH:11][N:6]4[CH:7]([CH3:10])[CH2:8][O:9][C:4]=1[C:5]=34)[CH2:26]2. Procedure: 141 mg of 9,10-difluoro-2,3-dihydro-3-methyl-7-oxo-7H-pyrido[1,2,3-de][1,4]-benzoxazine-6-carboxylic acid, 206 mg of 4-fluoroisoindoline, and 1.5 ml of anhydrous DMF were processed in the same manner as in Example 20 to produce 71 mg of the target compound.